From a dataset of the Open Reaction Database (ORD), a public repository of structured organic reaction records. describe an organic reaction: reactants, conditions, products, and yield Starting materials: Cc1cc(SC#N)c(C(C)(C)C)cc1O, CCO, [K+], O=P([O-])(O)O, OC(CS)C(O)CS. Product: Cc1cc(S)c(C(C)(C)C)cc1O. Reaction SMILES: [C:1]([CH3:2])([CH3:3])([CH3:4])[c:5]1[c:6]([S:13][C:14]#[N:15])[cH:7][c:8]([CH3:12])[c:9]([OH:11])[cH:10]1.[CH3:30][CH2:31][OH:32].[K+:29].[P:24]([O-:25])([OH:26])([OH:27])=[O:28].[SH:16][CH2:17][CH:18]([CH:19]([CH2:20][SH:21])[OH:22])[OH:23]>>[C:1]([CH3:2])([CH3:3])([CH3:4])[c:5]1[c:6]([SH:13])[cH:7][c:8]([CH3:12])[c:9]([OH:11])[cH:10]1. The reactants are Cl.N[C@H]1CN(CCC1)C1=C2C(=NC=C1Br)NC=C2NC(=O)C2CC2 ((R)—N-(4-(3-aminopiperidin-1-yl)-5-bromo-1H-pyrrolo[2,3-b]pyridin-3-yl)cyclopropanecarboxamide hydrochloride), O (water), BrCCF (1-bromo-2-fluoroethane), CCN(C(C)C)C(C)C (DIEA). The solvent is CN(C)C=O (DMF). Conditions: temperature 80 celsius. The product is Cl.BrC=1C(=C2C(=NC1)NC=C2NC(=O)C2CC2)N2C[C@@H](CCC2)NCCF ((R)—N-(5-bromo-4-(3-(2-fluoroethylamino)piperidin-1-yl)-1H-pyrrolo[2,3-b]pyridin-3-yl)cyclopropanecarboxamide hydrochloride). The yield is 15.8%. Reaction SMILES: [ClH:1].[NH2:2][C@@H:3]1[CH2:8][CH2:7][CH2:6][N:5]([C:9]2[C:14]([Br:15])=[CH:13][N:12]=[C:11]3[NH:16][CH:17]=[C:18]([NH:19][C:20]([CH:22]4[CH2:24][CH2:23]4)=[O:21])[C:10]=23)[CH2:4]1.Br[CH2:26][CH2:27][F:28].CCN(C(C)C)C(C)C.O>CN(C=O)C>[ClH:1].[Br:15][C:14]1[C:9]([N:5]2[CH2:6][CH2:7][CH2:8][C@@H:3]([NH:2][CH2:26][CH2:27][F:28])[CH2:4]2)=[C:10]2[C:18]([NH:19][C:20]([CH:22]3[CH2:23][CH2:24]3)=[O:21])=[CH:17][NH:16][C:11]2=[N:12][CH:13]=1 |f:0.1,6.7|. Reported procedure: (R)—N-(4-(3-Aminopiperidin-1-yl)-5-bromo-1H-pyrrolo[2,3-b]pyridin-3-yl)cyclopropanecarboxamide hydrochloride (0.112 g, 0.248 mmol; Example 29, Step C), 1-bromo-2-fluoroethane (0.0222 mL, 0.298 mmol) and DIEA (0.173 mL, 0.993 mmol, d 0.742) were placed in DMF (2 mL) and heated to 80° C. for 36 hours. The reaction was then cooled to room temperature, poured into water, and extracted with EtOAc. The combined organic fractions were dried (MgSO4), filtered, and concentrated to give the crude product,... The reactants are solution, [O-]CC.[Na+] (sodium ethoxide), O (water), CC=1C=C(C=O)C=C(C1)C (3,5-dimethylbenzaldehyde), N(=[N+]=[N-])CC(=O)OCC (ethyl azidoacetate). Run in C(C)O (ethanol), C(C)O (ethanol). Run at temperature -10 celsius, time 1 hour. The product is CC=1C=C(C=C(C1)C)C=C(C(=O)OCC)N=[N+]=[N-] (Ethyl 3-(3,5-dimethylphenyl)-2-azido-2-propenoate). RXN SMILES: [CH3:1][C:2]1[CH:3]=[C:4]([CH:7]=[C:8]([CH3:10])[CH:9]=1)[CH:5]=O.[N:11]([CH2:14][C:15]([O:17][CH2:18][CH3:19])=[O:16])=[N+:12]=[N-:13].[O-]CC.[Na+].O>C(O)C>[CH3:1][C:2]1[CH:3]=[C:4]([CH:5]=[C:14]([N:11]=[N+:12]=[N-:13])[C:15]([O:17][CH2:18][CH3:19])=[O:16])[CH:7]=[C:8]([CH3:10])[CH:9]=1 |f:2.3|. Procedure details: A mixture of 5 g of 3,5-dimethylbenzaldehyde and 19.3 g of ethyl azidoacetate is added, at −10° C. under dry nitrogen, to a mixture of 25 ml of ethanol and 50 ml of a 21% solution of sodium ethoxide in ethanol. The mixture is left stirring for 1 hour at −10° C. and for fourteen and a half hours at +5° C. It is poured into 100 ml of water and the precipitate formed is filtered off and washed with water. The precipitate is dissolved in ether and this solution is dried over MgSO4 and then evaporate... Reactants: COc1cc([N+](=O)[O-])ccc1OCCBr, CO, NCC1CC1, ClCCl. Product: COc1cc([N+](=O)[O-])ccc1OCCN(C)CC1CC1. Reaction SMILES: [Br:1][CH2:2][CH2:3][O:4][c:5]1[c:6]([O:14][CH3:15])[cH:7][c:8]([N+:11](=[O:12])[O-:13])[cH:9][cH:10]1.[CH3:21][OH:22].[CH:16]1([CH2:19][NH2:20])[CH2:17][CH2:18]1.[Cl:23][CH2:24][Cl:25]>>[CH2:2]([CH2:3][O:4][c:5]1[c:6]([O:14][CH3:15])[cH:7][c:8]([N+:11](=[O:12])[O-:13])[cH:9][cH:10]1)[N:20]([CH2:19][CH:16]1[CH2:17][CH2:18]1)[CH3:24]. The reactants are Nc1cc(Br)cc2nn(C3CCCCO3)cc12, O=C([O-])O, O=C(Cl)c1csc(CCl)n1, ClCCl, [Na+], c1ccncc1. Product: O=C(Nc1cc(Br)cc2nn(C3CCCCO3)cc12)c1csc(CCl)n1. RXN SMILES: [Br:1][c:2]1[cH:3][c:4]([NH2:17])[c:5]2[cH:6][n:7]([CH:11]3[O:12][CH2:13][CH2:14][CH2:15][CH2:16]3)[n:8][c:9]2[cH:10]1.[C:34](=[O:35])([OH:36])[O-:37].[Cl:24][CH2:25][c:26]1[s:27][cH:28][c:29]([C:31](=[O:32])[Cl:33])[n:30]1.[Cl:39][CH2:40][Cl:41].[Na+:38].[cH:18]1[cH:19][cH:20][n:21][cH:22][cH:23]1>>[Br:1][c:2]1[cH:3][c:4]([NH:17][C:31]([c:29]2[cH:28][s:27][c:26]([CH2:25][Cl:24])[n:30]2)=[O:32])[c:5]2[cH:6][n:7]([CH:11]3[O:12][CH2:13][CH2:14][CH2:15][CH2:16]3)[n:8][c:9]2[cH:10]1. Starting materials: [N+](=O)([O-])C1=CC=C2C(C(=O)OC(N2)=O)=C1 (5-Nitroisatoic anhydride), [BH4-].[Na+] (sodium borohydride). Solvent: [OH-].[Na+] (NaOH), C(C)O (ethanol). Reaction conditions: temperature 0 celsius, time 3 hour. Product: OCC1=C(N)C=CC(=C1)[N+](=O)[O-] (2-Hydroxymethyl-4-Nitroaniline). The yield is 85.1%. As a reaction SMILES: [N+:1]([C:4]1[CH:15]=[C:8]2[C:9](OC(=O)[NH:13][C:7]2=[CH:6][CH:5]=1)=[O:10])([O-:3])=[O:2].[BH4-].[Na+]>C(O)C.[OH-].[Na+]>[OH:10][CH2:9][C:8]1[CH:15]=[C:4]([N+:1]([O-:3])=[O:2])[CH:5]=[CH:6][C:7]=1[NH2:13] |f:1.2,4.5|. Procedure: 5-Nitroisatoic anhydride (4.0 g, 19.22 mmol) is suspended in ethanol (32 mL) and cooled to 0° C. using an ice bath under a nitrogen atmosphere. A solution of 2.18 g (57.66 mmol) of sodium borohydride in 16 mL of 0.1 M NaOH is added dropwise over 25 minutes while keeping the temperature at 0-18° C. using an ice bath. The reaction mixture is stirred at room temperature for 3 hours, cooled in an ice bath, and carefully quenched by the addition of 6N sulfuric acid (6.5 mL) over a period of 20 minute... The reactants are CCOC(=O)Cl, CCN(C(C)C)C(C)C, ClCCl, COCCOc1nc(N)c2nc(O)n(Cc3cccc(CN4CCCC4)c3)c2n1. Product: CCOC(=O)Oc1nc2c(N)nc(OCCOC)nc2n1Cc1cccc(CN2CCCC2)c1. RXN SMILES: [CH2:39]([CH3:40])[O:41][C:42](=[O:43])[Cl:44].[CH:30]([N:31]([CH2:32][CH3:33])[CH:34]([CH3:35])[CH3:36])([CH3:37])[CH3:38].[Cl:45][CH2:46][Cl:47].[NH2:1][c:2]1[c:3]2[n:4][c:5]([OH:29])[n:6]([CH2:16][c:17]3[cH:18][c:19]([CH2:23][N:24]4[CH2:25][CH2:26][CH2:27][CH2:28]4)[cH:20][cH:21][cH:22]3)[c:7]2[n:8][c:9]([O:11][CH2:12][CH2:13][O:14][CH3:15])[n:10]1>>[NH2:1][c:2]1[c:3]2[n:4][c:5]([O:29][C:42]([O:41][CH2:39][CH3:40])=[O:43])[n:6]([CH2:16][c:17]3[cH:18][c:19]([CH2:23][N:24]4[CH2:25][CH2:26][CH2:27][CH2:28]4)[cH:20][cH:21][cH:22]3)[c:7]2[n:8][c:9]([O:11][CH2:12][CH2:13][O:14][CH3:15])[n:10]1. Reactants: CCO, CC1=NCCc2ncccc21. Yields the product CC1NCCc2ncccc21. As a reaction SMILES: [CH3:12][CH2:13][OH:14].[CH3:1][C:2]1=[N:11][CH2:10][CH2:9][c:8]2[c:3]1[cH:4][cH:5][cH:6][n:7]2>>[CH3:1][CH:2]1[c:3]2[cH:4][cH:5][cH:6][n:7][c:8]2[CH2:9][CH2:10][NH:11]1.